Task: describe an organic reaction: reactants, conditions, products, and yield. Dataset: the Open Reaction Database (ORD), a public repository of structured organic reaction records Starting materials: C1(=CC=C(C=C1)S(=O)(=O)O)C (p-toluenesulfonic acid), cyclohexene-(1)-dione-(3,6)-tetramethyl ketal, C(CCC)O (n-butanol), O([Na])C (NaOCH3). Product: C1(O)=CC=C(O)C=C1.C(CCC)OCCCC (Hydroquinone di-n-butyl ether). The yield is 60.0%. RXN SMILES: [C:1]1([CH3:11])[CH:6]=[CH:5]C(S(O)(=O)=O)=[CH:3][CH:2]=1.[O:12]([CH3:14])[Na].[CH2:15]([OH:19])[CH2:16][CH2:17][CH3:18]>>[C:1]1([CH:6]=[CH:5][C:14]([OH:12])=[CH:3][CH:2]=1)[OH:19].[CH2:15]([O:19][CH2:5][CH2:6][CH2:1][CH3:11])[CH2:16][CH2:17][CH3:18] |f:3.4|. Reported procedure: 100 g of cyclohexene-(1)-dione-(3,6)-tetramethyl ketal were dissolved in 1500 g of n-butanol at 20° C. and the batch was acidified while stirring with 0.005 g of p-toluenesulfonic acid. After about 10 minutes the batch was heated for 30 minutes to 90° C., subsequently neutralized with NaOCH3, the formed methanol and the solvent were completely evaporated under slightly reduced pressure and subsequently the reaction product was submitted to a fractionating distillation. 65.3 g of hydroquinone dib... Reactants: CC(=O)N1CCCCc2ccc(C(=O)CCCl)cc21, CNC, ClCCl. Yields the product CC(=O)N1CCCCc2ccc(C(=O)CCN(C)C)cc21. RXN SMILES: [C:4]([CH3:5])(=[O:6])[N:7]1[CH2:8][CH2:9][CH2:10][CH2:11][c:12]2[c:13]1[cH:14][c:15]([C:18]([CH2:19][CH2:20][Cl:21])=[O:22])[cH:16][cH:17]2.[CH3:1][NH:2][CH3:3].[Cl:23][CH2:24][Cl:25]>>[CH3:1][N:2]([CH3:3])[CH2:20][CH2:19][C:18]([c:15]1[cH:14][c:13]2[c:12]([cH:17][cH:16]1)[CH2:11][CH2:10][CH2:9][CH2:8][N:7]2[C:4]([CH3:5])=[O:6])=[O:22]. Starting materials: ClC=1C=CC2=C(CC(C(C(N2COC)=O)C(=O)OC)C2=CC=C(C=C2)OC)C1 (7-chloro-1,3,4,5-tetrahydro-3-(methoxycarbonyl)-1-(methoxymethyl)-4-(4-methoxyphenyl)-2H-1-benzazepin-2-one), [H-].[Na+] (sodium hydride), C(C=C)Br (allyl bromide). The solvent is CN(C=O)C (dimethylformamide), CN(C=O)C (dimethylformamide). Conditions: time 20 minute. The product is ClC=1C=CC2=C(CC(C(C(N2COC)=O)(CC=C)C(=O)OC)C2=CC=C(C=C2)OC)C1 (7-Chloro-1,3,4,5-tetrahydro-3-(methoxycarbonyl)-1-(methoxymethyl)-4-(4-methoxyphenyl)-3-(2-propenyl)-2H-1-benzazepin-2-one). As a reaction SMILES: [H-].[Na+].[Cl:3][C:4]1[CH:5]=[CH:6][C:7]2[N:13]([CH2:14][O:15][CH3:16])[C:12](=[O:17])[CH:11]([C:18]([O:20][CH3:21])=[O:19])[CH:10]([C:22]3[CH:27]=[CH:26][C:25]([O:28][CH3:29])=[CH:24][CH:23]=3)[CH2:9][C:8]=2[CH:30]=1.[CH2:31](Br)[CH:32]=[CH2:33]>CN(C)C=O>[Cl:3][C:4]1[CH:5]=[CH:6][C:7]2[N:13]([CH2:14][O:15][CH3:16])[C:12](=[O:17])[C:11]([C:18]([O:20][CH3:21])=[O:19])([CH2:33][CH:32]=[CH2:31])[CH:10]([C:22]3[CH:27]=[CH:26][C:25]([O:28][CH3:29])=[CH:24][CH:23]=3)[CH2:9][C:8]=2[CH:30]=1 |f:0.1|. Procedure: To a suspension of 50% sodium hydride (48 mg; 1 mmole) in dimethylformamide (5 ml) cooled at 0°-5° C. was added dropwise a solution of 7-chloro-1,3,4,5-tetrahydro-3-(methoxycarbonyl)-1-(methoxymethyl)-4-(4-methoxyphenyl)-2H-1-benzazepin-2-one (102 mg; 0.25 mmole) in dimethylformamide (1 ml). After stirring at 0°-5° C. for 20 minutes, allyl bromide (360 μl ; 4 mmole) was added dropwise, and the reaction mixture was allowed to stir at 0° C. to room temperature for two hours. Excess sodium hydride ... The reactants are COc1ccc(Br)cc1C=O, Cc1ccccc1, OCCO, Cc1ccc(S(=O)(=O)O)cc1. Reaction SMILES: [Br:1][c:2]1[cH:3][cH:4][c:5]([O:10][CH3:11])[c:6]([CH:7]=[O:8])[cH:9]1.[CH3:27][c:28]1[cH:29][cH:30][cH:31][cH:32][cH:33]1.[OH:12][CH2:13][CH2:14][OH:15].[c:16]1([CH3:17])[cH:18][cH:19][c:20]([S:21]([OH:22])(=[O:23])=[O:24])[cH:25][cH:26]1>>[Br:1][c:2]1[cH:3][cH:4][c:5]([O:10][CH3:11])[c:6]([CH:7]2[O:8][CH2:14][CH2:13][O:12]2)[cH:9]1. Yields the product COc1ccc(Br)cc1C1OCCO1. The reactants are COC(=O)CBr, O=C([O-])[O-], CC#N, Cn1c(-c2ccccc2O)c(C2CCCCC2)c2ccc(C(=O)OC(C)(C)C)cc21, [K+], [K+]. Yields the product COC(=O)COc1ccccc1-c1c(C2CCCCC2)c2ccc(C(=O)OC(C)(C)C)cc2n1C. Reaction SMILES: [Br:31][CH2:32][C:33](=[O:34])[O:35][CH3:36].[C:37](=[O:38])([O-:39])[O-:40].[CH3:43][C:44]#[N:45].[CH:1]1([c:7]2[c:8](-[c:24]3[c:25]([OH:30])[cH:26][cH:27][cH:28][cH:29]3)[n:9]([CH3:23])[c:10]3[cH:11][c:12]([C:16](=[O:17])[O:18][C:19]([CH3:20])([CH3:21])[CH3:22])[cH:13][cH:14][c:15]23)[CH2:2][CH2:3][CH2:4][CH2:5][CH2:6]1.[K+:41].[K+:42]>>[CH:1]1([c:7]2[c:8](-[c:24]3[c:25]([O:30][CH2:32][C:33](=[O:34])[O:35][CH3:36])[cH:26][cH:27][cH:28][cH:29]3)[n:9]([CH3:23])[c:10]3[cH:11][c:12]([C:16](=[O:17])[O:18][C:19]([CH3:20])([CH3:21])[CH3:22])[cH:13][cH:14][c:15]23)[CH2:2][CH2:3][CH2:4][CH2:5][CH2:6]1. Starting materials: 17-Hydroxy-19-nor-17a-pregna-4-en-20-yn-3-one, 17-Hydroxy-19-nor-17a-pregn-5(10)-en-20-yn-3-one, C[C@]12CC[C@H]3[C@H]([C@@H]1CC[C@]2(C#C)O)CCC4=C3CCC(=O)C4 (Norethynodrel), CC[C@]12CC[C@H]3[C@H]([C@@H]1CCC2(C#C)O)CCC4=CC(=O)CC[C@H]34 (Norgestrel), 13-Ethyl-17-hydroxy-18, 19-dinor-17a-pregn-4-en-20-yn-3-one, 19-Nor-17a-pregn-4-en-20-yne-3B-17-diacetate, CC(=O)O[C@]1(CC[C@@H]2[C@@]1(CC[C@H]3[C@H]2CCC4=CC(=O)CC[C@H]34)C)C#C (Norethindrone acetate), 17-oxyacetate 19-nor-17a-pregn-4-en-20-yn-3-one, CC(=O)O[C@H]1CC[C@@H]2[C@H]3CC[C@]4([C@H]([C@@H]3CCC2=C1)CC[C@]4(C#C)OC(=O)C)C (Ethynodiol diacetate). Product: C[C@]12CC[C@H]3[C@H]([C@@H]1CC[C@]2(C#C)O)CCC4=CC(=O)CC[C@H]34 (Norethindrone). As a reaction SMILES: CC([O:4][C@:5]1([C:24]#[CH:25])[C@@:9]2([CH3:23])[CH2:10][CH2:11][C@@H:12]3[C@@H:22]4[C:16](=[CH:17][C:18]([CH2:20][CH2:21]4)=[O:19])[CH2:15][CH2:14][C@H:13]3[C@@H:8]2[CH2:7][CH2:6]1)=O.C[C@@]12[C@](O)(C#C)CC[C@H]1[C@@H]1CCC3CC(=O)CCC=3[C@H]1CC2.CC(O[C@@H]1C=C2[C@@H]([C@@H]3[C@@H](CC2)[C@@H]2CC[C@@](OC(C)=O)(C#C)[C@@]2(C)CC3)CC1)=O.CC[C@@]12C(O)(C#C)CC[C@H]1[C@@H]1CCC3[C@@H]([C@H]1CC2)CCC(=O)C=3>>[CH3:23][C@@:9]12[C@:5]([OH:4])([C:24]#[CH:25])[CH2:6][CH2:7][C@H:8]1[C@@H:13]1[CH2:14][CH2:15][C:16]3[C@@H:22]([C@H:12]1[CH2:11][CH2:10]2)[CH2:21][CH2:20][C:18](=[O:19])[CH:17]=3. Procedure: 17-Hydroxy-19-nor-17a-pregna-4-en-20-yn-3-one. ##STR3## Norethindrone acetate [C20H28O3 ]. 17-oxyacetate-19-nor-17a-pregn-4-en-20-yn-3-one. ##STR4## Norethynodrel [C20H26O2 ]. 17-Hydroxy-19-nor-17a-pregn-5(10)-en-20-yn-3-one. ##STR5## Ethynodiol diacetate [C24H32O4 ]. 19-Nor-17a-pregn-4-en-20-yne-3B-17-diacetate. ##STR6## Norgestrel [C21H28O2 ]. 13-Ethyl-17-hydroxy-18, 19-dinor-17a-pregn-4-en-20-yn-3-one. ##STR7## The reactants are C(C)(C)(C)[Si](OCCC=C[Sn](CCCC)(CCCC)CCCC)(C)C (Tert-butyl-dimethyl-(4-tributylstannanyl-but-3-enyloxy)-silane), OS(=O)(=O)C(F)(F)F.C(#N)C1=CC=C(C=C1)C1=CC=CC=C1 (4′-cyanobiphenyl triflate). Reagents/catalysts: Cl[Pd]([P](C1=CC=CC=C1)(C2=CC=CC=C2)C3=CC=CC=C3)([P](C4=CC=CC=C4)(C5=CC=CC=C5)C6=CC=CC=C6)Cl (Pd(PPh3)2Cl2). Run in CN(C)C=O (DMF). The product is C(C)(C)(C)[Si](OCCC=CC1=CC=C(C=C1)C1=CC=C(C=C1)C#N)(C)C (4′-[4-(Tert-butyl-dimethyl-silanyloxy)-but-1-enyl]-biphenyl-4-carbonitrile), N (NH3). Reaction SMILES: [C:1]([Si:5]([CH3:25])([CH3:24])[O:6][CH2:7][CH2:8][CH:9]=[CH:10][Sn](CCCC)(CCCC)CCCC)([CH3:4])([CH3:3])[CH3:2].OS(C(F)(F)F)(=O)=O.[C:34]([C:36]1[CH:41]=[CH:40][C:39]([C:42]2[CH:47]=[CH:46][CH:45]=[CH:44][CH:43]=2)=[CH:38][CH:37]=1)#[N:35]>CN(C=O)C.Cl[Pd](Cl)([P](C1C=CC=CC=1)(C1C=CC=CC=1)C1C=CC=CC=1)[P](C1C=CC=CC=1)(C1C=CC=CC=1)C1C=CC=CC=1>[C:1]([Si:5]([CH3:24])([CH3:25])[O:6][CH2:7][CH2:8][CH:9]=[CH:10][C:45]1[CH:44]=[CH:43][C:42]([C:39]2[CH:38]=[CH:37][C:36]([C:34]#[N:35])=[CH:41][CH:40]=2)=[CH:47][CH:46]=1)([CH3:2])([CH3:3])[CH3:4].[NH3:35] |f:1.2,^1:55,74|. Procedure: A solution of Example 31B (4.95 g, 10.4 mmol), 4′-cyanobiphenyl triflate (3.1 g, 9.48 mmol, prepared from 4′-hydroxybiphenyl-4-carbonitrile by standard methods), and Pd(PPh3)2Cl2 (0.332 g, 0.47 mmol) in DMF (20 mL) was stirred at 80° C. overnight. The mixture was cooled to room temperature and partitioned between ethyl acetate and water. The organic layer was dried (MgSO4) and filtered. The filtrate was concentrated under reduced pressure and the residue was purified by column chromatography (97... Starting materials: NC1=NC2=CC=C(C(=C2C(=N1)N)Cl)[N+](=O)[O-] (2,4-diamino-5-chloro-6-nitroquinazoline), stannous chloride dihydrate. As a reaction SMILES: [NH2:1][C:2]1[N:11]=[C:10]([NH2:12])[C:9]2[C:4](=[CH:5][CH:6]=[C:7]([N+:14]([O-])=O)[C:8]=2Cl)[N:3]=1>[Pd]>[NH2:1][C:2]1[N:11]=[C:10]([NH2:12])[C:9]2[C:4](=[CH:5][CH:6]=[C:7]([NH2:14])[CH:8]=2)[N:3]=1. The product is NC1=NC2=CC=C(C=C2C(=N1)N)N (2,4,6-triaminoquinazoline). The reagents and catalysts are [Pd] (palladium on carbon). Procedure details: In a similar manner 2,4,6-triaminoquinazoline and 2,4,6-triamino-5-chloroquinazoline can be prepared. This is accomplished by the nitration of, for example, 2,4-diamino-5-chloroquinazoline (above) with 90% nitric acid and sulfuric acid, yielding the corresponding 2,4-diamino-5-chloro-6-nitroquinazoline. The 6-nitroquinazoline is in turn reduced by either hydrogenation in the presence of 10% palladium on carbon or by treatment with stannous chloride dihydrate, affording the corresponding 2,4,6-tr... The reactants are O.N[C@@H](CCCCN)C(=O)O (L-lysine monohydrate), [PH2](=O)[O-].[Na+] (sodium hypophosphite). Run at temperature 200 celsius, time 25 minute. The product is N[C@@H](CCCCN)C(=O)O (L-lysine). As a reaction SMILES: O.[NH2:2][C@H:3]([C:9]([OH:11])=[O:10])[CH2:4][CH2:5][CH2:6][CH2:7][NH2:8].[PH2]([O-])=O.[Na+]>>[NH2:2][C@H:3]([C:9]([OH:11])=[O:10])[CH2:4][CH2:5][CH2:6][CH2:7][NH2:8] |f:0.1,2.3|. Procedure: L-lysine monohydrate (821 g, 5.0 mol) and sodium hypophosphite (0.1 g) are placed in a pressurizable 2.5 l reaction vessel and blanketed with nitrogen. The reaction vessel is then sealed and the contents heated at 200° C. for 6 h, during which time the internal pressure rose to 11.2 bar. The pressure is then slowly released to remove water from the reaction mixture. The reaction temperature is maintained at 200° C. for 0.5 h to remove residual amounts of solvent and volatile products. The reacti... The reactants are CC1=C(C=CC=C1)N1C(C(=CC=C1)C(=O)OC)=O (methyl 1-(2-methylphenyl)-2-oxo-1,2-dihydropyridine-3-carboxylate), [OH-].[Na+] (sodium hydroxide), Cl (hydrochloric acid). Run in CO (methanol). Conditions: time 4 hour. The product is CC1=C(C=CC=C1)N1C(C(=CC=C1)C(=O)O)=O (1-(2-methylphenyl)-2-oxo-1,2-dihydropyridine-3-carboxylic acid). The yield is 84.8%. As a reaction SMILES: [CH3:1][C:2]1[CH:7]=[CH:6][CH:5]=[CH:4][C:3]=1[N:8]1[CH:13]=[CH:12][CH:11]=[C:10]([C:14]([O:16]C)=[O:15])[C:9]1=[O:18].[OH-].[Na+].Cl>CO>[CH3:1][C:2]1[CH:7]=[CH:6][CH:5]=[CH:4][C:3]=1[N:8]1[CH:13]=[CH:12][CH:11]=[C:10]([C:14]([OH:16])=[O:15])[C:9]1=[O:18] |f:1.2|. Reported procedure: To a solution (9 mL) of methyl 1-(2-methylphenyl)-2-oxo-1,2-dihydropyridine-3-carboxylate (880 mg, 3.62 mmol) in methanol was added 1N aqueous sodium hydroxide solution (5 mL), and the mixture was stirred at room temperature for 4 hr. The reaction mixture was adjusted to pH<7 with 1N hydrochloric acid and concentrated under reduced pressure. The precipitate was collected by filtration and washed with water to give the title compound (704 mg, 85%) as yellow crystals.